This data is from the Open Reaction Database (ORD), a public repository of structured organic reaction records. The task is: describe an organic reaction: reactants, conditions, products, and yield Reactants: COC(C=1C(C(=O)O)=C(C(=C(C1F)F)F)F)=O (3,4,5,6-tetrafluorophthalic acid-monomethyl ester), C(CCCCCCC)N(CCCCCCCC)CCCCCCCC (tri-n-octylamine). Run in three. Run at temperature 140 celsius, time 4 hour. Yields the product COC(C1=C(C(=C(C(=C1)F)F)F)F)=O (2,3,4,5-tetrafluorobenzoic acid methyl ester). Yield: 94.3%. Reaction SMILES: [CH3:1][O:2][C:3](=[O:17])[C:4]1[C:5](=[C:9]([F:16])[C:10]([F:15])=[C:11]([F:14])[C:12]=1[F:13])C(O)=O.C(N(CCCCCCCC)CCCCCCCC)CCCCCCC>>[CH3:1][O:2][C:3](=[O:17])[C:4]1[CH:5]=[C:9]([F:16])[C:10]([F:15])=[C:11]([F:14])[C:12]=1[F:13]. Reported procedure: Into a 100 ml three necked flask, 20 g (0.079 mol) of the 3,4,5,6-tetrafluorophthalic acid-monomethyl ester prepared in Example 14, and 27.9 g (0.079 mol) of tri-n-octylamine were charged, and the mixture was heated and stirred at 140° C. for 4 hours. After completion of the reaction, the reaction mixture was separated by distillation to obtain 15.5 g of 2,3,4,5-tetrafluorobenzoic acid methyl ester. The yield was 94.2%. The reactants are CC#N, [Cl-], CC(C)(C)ON=O, CCOC(=O)c1sc(N)nc1C, O, c1cscn1. The product is CCOC(=O)c1sc(Cl)nc1C. RXN SMILES: [CH3:26][C:27]#[N:28].[Cl-:8].[N:1]([O:2][C:3]([CH3:4])([CH3:5])[CH3:6])=[O:7].[NH2:9][c:10]1[s:11][c:12]([C:16](=[O:17])[O:18][CH2:19][CH3:20])[c:13]([CH3:15])[n:14]1.[OH2:29].[cH:21]1[n:22][cH:23][s:24][cH:25]1>>[Cl:8][c:10]1[s:11][c:12]([C:16](=[O:17])[O:18][CH2:19][CH3:20])[c:13]([CH3:15])[n:14]1. RXN SMILES: [Br:1][c:2]1[c:3]([N:20]([CH:21]([CH3:22])[CH3:23])[CH3:24])[n:4][c:5]2[c:6]([n:19]1)[CH2:7][N:8]([C:12](=[O:13])[O:14][C:15]([CH3:16])([CH3:17])[CH3:18])[CH2:9][CH2:10][O:11]2.[CH3:25][B:26]([OH:27])[OH:28].[CH3:37][O:38][CH2:39][CH2:40][O:41][CH3:42].[K+:34].[K+:35].[K+:36].[OH2:120].[P:29]([O-:30])([O-:31])([O-:32])=[O:33].[cH:43]1[cH:44][cH:45][c:46]([P:47]([Pd:48]([P:49]([c:50]2[cH:51][cH:52][cH:53][cH:54][cH:55]2)([c:56]2[cH:57][cH:58][cH:59][cH:60][cH:61]2)[c:62]2[cH:63][cH:64][cH:65][cH:66][cH:67]2)([P:68]([c:69]2[cH:70][cH:71][cH:72][cH:73][cH:74]2)([c:75]2[cH:76][cH:77][cH:78][cH:79][cH:80]2)[c:81]2[cH:82][cH:83][cH:84][cH:85][cH:86]2)[P:87]([c:88]2[cH:89][cH:90][cH:91][cH:92][cH:93]2)([c:94]2[cH:95][cH:96][cH:97][cH:98][cH:99]2)[c:100]2[cH:101][cH:102][cH:103][cH:104][cH:105]2)([c:106]2[cH:107][cH:108][cH:109][cH:110][cH:111]2)[c:112]2[cH:113][cH:114][cH:115][cH:116][cH:117]2)[cH:118][cH:119]1>>[c:2]1([CH3:25])[c:3]([N:20]([CH:21]([CH3:22])[CH3:23])[CH3:24])[n:4][c:5]2[c:6]([n:19]1)[CH2:7][N:8]([C:12](=[O:13])[O:14][C:15]([CH3:16])([CH3:17])[CH3:18])[CH2:9][CH2:10][O:11]2. Reactants: CC(C)N(C)c1nc2c(nc1Br)CN(C(=O)OC(C)(C)C)CCO2, CB(O)O, COCCOC, [K+], [K+], [K+], O, O=P([O-])([O-])[O-], c1ccc(P(c2ccccc2)(c2ccccc2)[Pd](P(c2ccccc2)(c2ccccc2)c2ccccc2)(P(c2ccccc2)(c2ccccc2)c2ccccc2)P(c2ccccc2)(c2ccccc2)c2ccccc2)cc1. Product: Cc1nc2c(nc1N(C)C(C)C)OCCN(C(=O)OC(C)(C)C)C2. Reactants: Cc1c(N)cccc1Br, ClCCCl, CCN(C(C)C)C(C)C, O=C(O)c1ncc[nH]1. The product is Cc1c(Br)cccc1NC(=O)c1ncc[nH]1. Reaction SMILES: [Br:1][c:2]1[c:3]([CH3:9])[c:4]([NH2:5])[cH:6][cH:7][cH:8]1.[CH2:27]([Cl:28])[CH2:29][Cl:30].[CH:18]([N:19]([CH2:20][CH3:21])[CH:22]([CH3:23])[CH3:24])([CH3:25])[CH3:26].[nH:10]1[c:11]([C:15](=[O:16])[OH:17])[n:12][cH:13][cH:14]1>>[Br:1][c:2]1[c:3]([CH3:9])[c:4]([NH:5][C:15]([c:11]2[nH:10][cH:14][cH:13][n:12]2)=[O:16])[cH:6][cH:7][cH:8]1. Starting materials: c1ccc2c(c1)CCCN2, CC1(Cn2cc([N+](=O)[O-])nc2Cl)CO1, CN(C)C=O, O. Yields the product CC(O)(CN1CCCc2ccccc21)Cn1cc([N+](=O)[O-])nc1Cl. Reaction SMILES: [CH2:15]1[CH2:16][NH:17][c:18]2[cH:19][cH:20][cH:21][cH:22][c:23]2[CH2:24]1.[Cl:1][c:2]1[n:3]([CH2:10][C:11]2([CH3:14])[O:12][CH2:13]2)[cH:4][c:5]([N+:7](=[O:8])[O-:9])[n:6]1.[O:25]=[CH:26][N:27]([CH3:28])[CH3:29].[OH2:30]>>[Cl:1][c:2]1[n:3]([CH2:10][C:11]([OH:12])([CH2:13][N:17]2[CH2:16][CH2:15][CH2:24][c:23]3[c:18]2[cH:19][cH:20][cH:21][cH:22]3)[CH3:14])[cH:4][c:5]([N+:7](=[O:8])[O-:9])[n:6]1. Starting materials: C1(=CC=CC=C1)C (toluene), [OH-].[K+] (potassium hydroxide), ClC1=C(C=CC=C1F)F (2-chloro-1,3-difluorobenzene), C(C)O (ethanol). The reagents and catalysts are [Cl-].C[N+](C)(C)C (tetramethylammonium chloride). The solvent is O (water). Reaction conditions: temperature 80 celsius, time 30 minute. The product is ClC1=C(C=CC=C1F)OCC (2-chloro-1-ethoxy-3-fluorobenzene). Reaction SMILES: [OH-].[K+].[CH2:3]([OH:5])[CH3:4].[Cl:6][C:7]1[C:12](F)=[CH:11][CH:10]=[CH:9][C:8]=1[F:14].C1(C)C=CC=CC=1>[Cl-].C[N+](C)(C)C.O>[Cl:6][C:7]1[C:8]([F:14])=[CH:9][CH:10]=[CH:11][C:12]=1[O:5][CH2:3][CH3:4] |f:0.1,5.6|. Procedure: 560 g of potassium hydroxide and 23 g of tetramethylammonium chloride (TMAC) were added to a reactor having 2,000 mL of ethanol placed therein in a temperature range of 50 to 60° C., followed by stirring for 30 minutes in that temperature range. Thereafter, the solution was heated to 80° C., and 594 g of a compound (b2) was added thereto over 1 hour in a temperature range of 80 to 85° C., followed by stirring for 5 hours at 80° C. After cooling the resulting reaction mixture to 25° C., 1,000 mL ...